This data is from the Open Reaction Database (ORD), a public repository of structured organic reaction records. The task is: describe an organic reaction: reactants, conditions, products, and yield Starting materials: ClCOCc1ccccc1, Clc1ccnc2[nH]ncc12, [H-], [Na+], CN(C)C=O. Product: Clc1ccnc2c1cnn2COCc1ccccc1. As a reaction SMILES: [CH2:13]([c:14]1[cH:15][cH:16][cH:17][cH:18][cH:19]1)[O:20][CH2:21][Cl:22].[Cl:1][c:2]1[c:3]2[c:4]([n:5][cH:6][cH:7]1)[nH:8][n:9][cH:10]2.[H-:11].[Na+:12].[O:23]=[CH:24][N:25]([CH3:26])[CH3:27]>>[Cl:1][c:2]1[c:3]2[c:4]([n:5][cH:6][cH:7]1)[n:8]([CH2:21][O:20][CH2:13][c:14]1[cH:15][cH:16][cH:17][cH:18][cH:19]1)[n:9][cH:10]2. Reactants: [H-].[Na+] (sodium hydride), C(C1=CC=CC=C1)S(=O)(=O)C1=NC=C2C(=N1)NC(N(C2)C2=C(C=CC=C2)Br)=O (7-benzylsulfonyl-3-(2-bromophenyl)-3,4-dihydropyrimido[4,5-d]pyrimidin-2(1H)-one), COC(C1=CC(=CC=C1)CCl)=O (methyl-3-(chloromethyl)benzoate). Solvent: CN(C=O)C (dimethylformamide). Conditions: temperature 90 celsius, time 30 minute. Product: C(C1=CC=CC=C1)S(=O)(=O)C1=NC=C2C(=N1)N(C(N(C2)C2=C(C=CC=C2)Br)=O)CC=2C=C(C(=O)OC)C=CC2 (methyl 3-[[7-benzylsulfonyl 3-(2-bromophenyl)-1,2,3,4-tetrahydro-2-oxopyrimido[4,5-d]pyrimid-1-yl]methyl]benzoate). Yield: 56.1%. RXN SMILES: [CH2:1]([S:8]([C:11]1[N:16]=[C:15]2[NH:17][C:18](=[O:28])[N:19]([C:21]3[CH:26]=[CH:25][CH:24]=[CH:23][C:22]=3[Br:27])[CH2:20][C:14]2=[CH:13][N:12]=1)(=[O:10])=[O:9])[C:2]1[CH:7]=[CH:6][CH:5]=[CH:4][CH:3]=1.[H-].[Na+].[CH3:31][O:32][C:33](=[O:42])[C:34]1[CH:39]=[CH:38][CH:37]=[C:36]([CH2:40]Cl)[CH:35]=1>CN(C)C=O>[CH2:1]([S:8]([C:11]1[N:16]=[C:15]2[N:17]([CH2:40][C:36]3[CH:35]=[C:34]([CH:39]=[CH:38][CH:37]=3)[C:33]([O:32][CH3:31])=[O:42])[C:18](=[O:28])[N:19]([C:21]3[CH:26]=[CH:25][CH:24]=[CH:23][C:22]=3[Br:27])[CH2:20][C:14]2=[CH:13][N:12]=1)(=[O:10])=[O:9])[C:2]1[CH:7]=[CH:6][CH:5]=[CH:4][CH:3]=1 |f:1.2|. Procedure details: A solution of 1 g (2.2 mmol) of 7-benzylsulfonyl-3-(2-bromophenyl)-3,4-dihydropyrimido[4,5-d]pyrimidin-2(1H)-one in 20 ml of dimethylformamide was cooled to 0° C. under a nitrogen atmosphere, treated with 112 mg (4.2 mmol) of 60% sodium hydride in mineral oil then stirred for 30 minutes. 440 mg (2.4 mmol) of methyl-3-(chloromethyl)benzoate was added, then the reaction was heated at 90° C. for 3 hours. The solvent was evaporated and the residue partitioned between ethyl acetate (40 ml) and water ... The reactants are CCO, Cc1ccc(CO)cc1[N+](=O)[O-], [H][H]. Product: Cc1ccc(CO)cc1N. As a reaction SMILES: [CH3:15][CH2:16][OH:17].[CH3:1][c:2]1[c:3]([N+:10]([O-:11])=[O:12])[cH:4][c:5]([CH2:6][OH:7])[cH:8][cH:9]1.[H:13][H:14]>>[CH3:1][c:2]1[c:3]([NH2:10])[cH:4][c:5]([CH2:6][OH:7])[cH:8][cH:9]1. Reactants: [OH-].[Na+] (sodium hydroxide), COC1=C(C(=O)OC)C=CC(=C1)N1C(OC[C@H]1C)=O (Methyl (R)-2-methoxy-4-(4-methyl-2-oxooxazolidin-3-yl)benzoate), Cl (hydrochloric acid). Run in O1CCCC1 (tetrahydrofuran), CO (methanol). Conditions: time 3 hour. Yields the product COC1=C(C(=O)O)C=CC(=C1)N1C(OC[C@H]1C)=O ((R)-2-methoxy-4-(4-methyl-2-oxooxazolidin-3-yl)benzoic acid). The yield is 110.6%. Reaction SMILES: [CH3:1][O:2][C:3]1[CH:12]=[C:11]([N:13]2[C@H:17]([CH3:18])[CH2:16][O:15][C:14]2=[O:19])[CH:10]=[CH:9][C:4]=1[C:5]([O:7]C)=[O:6].[OH-].[Na+].Cl>CO.O1CCCC1>[CH3:1][O:2][C:3]1[CH:12]=[C:11]([N:13]2[C@H:17]([CH3:18])[CH2:16][O:15][C:14]2=[O:19])[CH:10]=[CH:9][C:4]=1[C:5]([OH:7])=[O:6] |f:1.2|. Reported procedure: To a mixture of methyl 4-bromo-2-methoxybenzoate (5.8 mL), (R)-4-methyloxazolidin-2-one (2 g) described in Preparation Example 25, potassium carbonate (2.8 g) and copper (I) iodide (760 mg) were added toluene (10 mL) and N,N′-dimethylethylenediamine (880 μL), and the mixture was refluxed for 8 hr. After cooling, water was added to the reaction mixture, and the mixture was extracted with chloroform. The organic layer was washed with saturated brine, and the solvent was evaporated. The residue was... Reactants: CC(=O)[O-], CC(=O)[O-], CCCCCCC, CC(O)C1CC1, ClCCl, CCOC(=O)C=[N+]=[N-], [Rh+2]. The product is CCOC(=O)COC(C)C1CC1. RXN SMILES: [C:25]([O-:26])(=[O:27])[CH3:28].[C:30]([O-:31])(=[O:32])[CH3:33].[CH3:18][CH2:19][CH2:20][CH2:21][CH2:22][CH2:23][CH3:24].[CH:1]1([CH:4]([CH3:5])[OH:6])[CH2:2][CH2:3]1.[Cl:15][CH2:16][Cl:17].[N+:7](=[N-:8])=[CH:9][C:10](=[O:11])[O:12][CH2:13][CH3:14].[Rh+2:29]>>[CH:1]1([CH:4]([CH3:5])[O:6][CH2:9][C:10](=[O:11])[O:12][CH2:13][CH3:14])[CH2:2][CH2:3]1. The reactants are ClCC(=O)Cl (Chloro-acetyl chloride), IC=1C=NN(C1)C1CCC(CC1)NCCO (2-[4-(4-Iodo-pyrazol-1-yl)-cyclohexylamino]-ethanol), IC=1C=NN(C1)C1CCC(CC1)NCCO (2-[4-(4-Iodo-pyrazol-1-yl)-cyclohexylamino]-ethanol), CCN(C(C)C)C(C)C (DIEA), Cl (HCl). The solvent is C1CCOC1 (THF). Conditions: time 16 hour. Yields the product ClCC(=O)N(C1CCC(CC1)N1N=CC(=C1)I)CCO (2-Chloro-N-(2-hydroxy-ethyl)-N-[4-(4-iodo-pyrazol-1-yl)-cyclohexyl]-acetamide). RXN SMILES: [Cl:1][CH2:2][C:3](Cl)=[O:4].[I:6][C:7]1[CH:8]=[N:9][N:10]([CH:12]2[CH2:17][CH2:16][CH:15]([NH:18][CH2:19][CH2:20][OH:21])[CH2:14][CH2:13]2)[CH:11]=1.CCN(C(C)C)C(C)C.Cl>C1COCC1>[Cl:1][CH2:2][C:3]([N:18]([CH2:19][CH2:20][OH:21])[CH:15]1[CH2:14][CH2:13][CH:12]([N:10]2[CH:11]=[C:7]([I:6])[CH:8]=[N:9]2)[CH2:17][CH2:16]1)=[O:4]. Procedure: Chloro-acetyl chloride (0.25 mL; 3.14 mmol; 1.1 eq.) was added dropwise over 2 min to a solution of 2-[4-(4-Iodo-pyrazol-1-yl)-cyclohexylamino]-ethanol (intermediate 25; 1.0 g; 2.89 mmol; 1.0 eq.) and DIEA (2.00 ml; 11.45 mmol; 3.96 eq.) in THF (80.00 mL) at −30° C. The reaction solution was allowed to warm slowly to RT and stirred for 16 h. It was then poured into a 1 N HCl solution and extracted with DCM. Combined organic phases were washed with saturated NaHCO3 solution, dried over magnesium ... Starting materials: II (iodine), [I-].[K+] (potassium iodide), BrC=1C=C2C=CNC2=CC1 (5-bromoindole), N1C(NCCCC1)=S (4,5,6,7-tetrahydro-1H-1,3-diazepine-2-thione). Solvent: O (water), CO (methanol), CO (methanol). Run at time 2 hour. The product is I.BrC=1C=C2C(=CNC2=CC1)SC=1NCCCCN1 (5-bromo-3-(4,5,6,7-tetrahydro-1H-1,3-diazepin-2-ylthio)indole hydriodide). As a reaction SMILES: [I:1]I.[I-].[K+].[Br:5][C:6]1[CH:7]=[C:8]2[C:12](=[CH:13][CH:14]=1)[NH:11][CH:10]=[CH:9]2.[NH:15]1[CH2:21][CH2:20][CH2:19][CH2:18][NH:17][C:16]1=[S:22]>O.CO>[IH:1].[Br:5][C:6]1[CH:7]=[C:8]2[C:12](=[CH:13][CH:14]=1)[NH:11][CH:10]=[C:9]2[S:22][C:16]1[NH:17][CH2:18][CH2:19][CH2:20][CH2:21][N:15]=1 |f:1.2,7.8|. Reported procedure: A solution of 6.35 g of iodine and 11 g of potassium iodide in 50 ml of water is added dropwise to a mixture of 4.9 g of 5-bromoindole in 35 ml methanol and 3.25 g of 4,5,6,7-tetrahydro-1H-1,3-diazepine-2-thione in 50 ml of methanol. The reaction mixture is allowed to be stirred at room temperature for 2 hours. The crystalline precipitate formed is filtered off and recrystallized from a mixture of methanol and ethyl acetate to yield 5-bromo-3-(4,5,6,7-tetrahydro-1H-1,3-diazepin-2-ylthio)indole h...